describe an organic reaction: reactants, conditions, products, and yield From a dataset of the Open Reaction Database (ORD), a public repository of structured organic reaction records. The reactants are NC=1NN=C(C(N1)=O)C(C)NC(CCC)=O (N-[1-(3-Amino-2,5-dihydro-5-oxo-1,2,4-triazin-6-yl)ethyl]butyramide), [OH-].[Na+] (sodium hydroxide), polyphosphoric acid, ice. Run in O (water). Reaction conditions: temperature 150 celsius, time 2 hour. Product: NC1=NN2C(C(N1)=O)=C(N=C2CCC)C (2-Amino-5-methyl-7-propyl-imidazo[5,1-f]1,2,4-triazin-4(3H)-one). As a reaction SMILES: [NH2:1][C:2]1[NH:3][N:4]=[C:5]([CH:9]([NH:11][C:12](=O)[CH2:13][CH2:14][CH3:15])[CH3:10])[C:6](=[O:8])[N:7]=1.[OH-].[Na+]>O>[NH2:1][C:2]1[NH:7][C:6](=[O:8])[C:5]2=[C:9]([CH3:10])[N:11]=[C:12]([CH2:13][CH2:14][CH3:15])[N:4]2[N:3]=1 |f:1.2|. Procedure details: N-[1-(3-Amino-2,5-dihydro-5-oxo-1,2,4-triazin-6-yl)ethyl]butyramide (37.0 g) was added to stirred polyphosphoric acid (260 g) at 90° C. over 30 minutes and then the mixture was stirred at 150° C. for 2 h. The mixture was allowed to cool overnight, then warmed to 100° C. and poured into a mixture of ice (370 g) and water (370 g). The solution was adjusted to pH6 by adding 70% sodium hydroxide solution (ca. 230 ml). The precipitated solid was filtered off and was dissolved in 1 N hydrochloric acid... Reactants: COC1(c2ccc(Cl)c(Cc3ccc4c(c3)CCO4)c2)OC(CC(C)(O[SiH3])C(C)(C)C)C(OCc2ccccc2)C(OCc2ccccc2)C1OCc1ccccc1, CC(=O)Cl, CO. Product: COC1(c2ccc(Cl)c(Cc3ccc4c(c3)CCO4)c2)OC(CO)C(OCc2ccccc2)C(OCc2ccccc2)C1OCc1ccccc1. RXN SMILES: [CH2:1]([c:2]1[cH:3][cH:4][cH:5][cH:6][cH:7]1)[O:8][CH:9]1[CH:10]([CH2:50][C:51]([C:52]([CH3:53])([CH3:54])[CH3:55])([CH3:56])[O:57][SiH3:58])[O:11][C:12]([O:31][CH3:32])([c:33]2[cH:34][c:35]([CH2:40][c:41]3[cH:42][cH:43][c:44]4[c:45]([cH:49]3)[CH2:46][CH2:47][O:48]4)[c:36]([Cl:39])[cH:37][cH:38]2)[CH:13]([O:23][CH2:24][c:25]2[cH:26][cH:27][cH:28][cH:29][cH:30]2)[CH:14]1[O:15][CH2:16][c:17]1[cH:18][cH:19][cH:20][cH:21][cH:22]1.[CH3:59][C:60]([Cl:61])=[O:62].[CH3:63][OH:64]>>[CH2:1]([c:2]1[cH:3][cH:4][cH:5][cH:6][cH:7]1)[O:8][CH:9]1[CH:10]([CH2:60][OH:62])[O:11][C:12]([O:31][CH3:32])([c:33]2[cH:34][c:35]([CH2:40][c:41]3[cH:42][cH:43][c:44]4[c:45]([cH:49]3)[CH2:46][CH2:47][O:48]4)[c:36]([Cl:39])[cH:37][cH:38]2)[CH:13]([O:23][CH2:24][c:25]2[cH:26][cH:27][cH:28][cH:29][cH:30]2)[CH:14]1[O:15][CH2:16][c:17]1[cH:18][cH:19][cH:20][cH:21][cH:22]1. Starting materials: [Br-], CCOC(=O)C(=Cc1ccc(NC(=O)OC(C)(C)C)nc1)C(=O)OCC, CC(C)[Mg+], [Cl-], N#C[Cu]C#N, N, [NH4+], C1CCOC1. The product is CCOC(=O)C(C(=O)OCC)C(c1ccc(NC(=O)OC(C)(C)C)nc1)C(C)C. As a reaction SMILES: [Br-:6].[CH2:11]([CH3:12])[O:13][C:14]([C:15]([C:16](=[O:17])[O:18][CH2:19][CH3:20])=[CH:21][c:22]1[cH:23][n:24][c:25]([NH:28][C:29](=[O:30])[O:31][C:32]([CH3:33])([CH3:34])[CH3:35])[cH:26][cH:27]1)=[O:36].[CH:7]([CH3:8])([CH3:9])[Mg+:10].[Cl-:37].[Cu:1]([C:2]#[N:3])[C:4]#[N:5].[NH3:44].[NH4+:38].[O:39]1[CH2:40][CH2:41][CH2:42][CH2:43]1>>[CH:7]([CH3:8])([CH3:9])[CH:21]([CH:15]([C:14]([O:13][CH2:11][CH3:12])=[O:36])[C:16](=[O:17])[O:18][CH2:19][CH3:20])[c:22]1[cH:23][n:24][c:25]([NH:28][C:29](=[O:30])[O:31][C:32]([CH3:33])([CH3:34])[CH3:35])[cH:26][cH:27]1. Starting materials: C(C)OC(CCN(C1CC(CC1)C)C1=NC(=NC=C1[N+](=O)[O-])Cl)=O ((rac)-3-[(2-chloro-5-nitro-pyrimidin-4-yl)-(3-methyl-cyclopentyl)-amino]-propanoic acid ethyl ester), [H][H] (hydrogen). The reagents and catalysts are [Pd] (palladium on carbon). Solvent: C(C)(=O)OCC (ethyl acetate). Product: C(C)OC(CCN(C1CC(CC1)C)C1=NC(=NC=C1N)Cl)=O ((rac)-3-[(5-amino-2-chloro-pyrimidin-4-yl)-(3-methyl-cyclopentyl)-amino]-propanoic acid ethyl ester). Yield: 85.5%. As a reaction SMILES: [CH2:1]([O:3][C:4](=[O:24])[CH2:5][CH2:6][N:7]([C:14]1[C:19]([N+:20]([O-])=O)=[CH:18][N:17]=[C:16]([Cl:23])[N:15]=1)[CH:8]1[CH2:12][CH2:11][CH:10]([CH3:13])[CH2:9]1)[CH3:2].[H][H]>C(OCC)(=O)C.[Pd]>[CH2:1]([O:3][C:4](=[O:24])[CH2:5][CH2:6][N:7]([C:14]1[C:19]([NH2:20])=[CH:18][N:17]=[C:16]([Cl:23])[N:15]=1)[CH:8]1[CH2:12][CH2:11][CH:10]([CH3:13])[CH2:9]1)[CH3:2]. Procedure: A mixture of 3.3 g (0.0093 mole) of (rac)-3-[(2-chloro-5-nitro-pyrimidin-4-yl)-(3-methyl-cyclopentyl)-amino]-propanoic acid ethyl ester (IV-58) in 30 mL of ethyl acetate and 0.5 g of 5% palladium on carbon catalyst was stirred under an atmosphere of hydrogen until hydrogen uptake was complete. The mixture was filtered through a pad of Celite, washing the filter pad with dichloromethane. Concentration of the filtrate under reduced pressure gave 2.6 g of (rac)-3-[(5-amino-2-chloro-pyrimidin-4-yl)-... Starting materials: [O-]C#N.[K+] (potassium cyanate), C1NC(CC2=CC=CC=C12)C(=O)O (1,2,3.4-tetrahydroisoquinoline-3-carboxylic acid), Cl (hydrochloric acid). Run in O (water), C(C)(=O)O (acetic acid). Conditions: time 18 hour. The product is C1(NC(N2CC=3C=CC=CC3CC21)=O)=O (10,10a-Dihydro-1H,5H-imidazo[1,5-b]isoquinolin-1,3(2H)-dione). Isolated yield 49.3%. RXN SMILES: [CH2:1]1[C:10]2[C:5](=[CH:6][CH:7]=[CH:8][CH:9]=2)[CH2:4][CH:3]([C:11]([OH:13])=O)[NH:2]1.[O-:14][C:15]#[N:16].[K+].Cl>C(O)(=O)C.O>[C:11]1(=[O:13])[CH:3]2[N:2]([CH2:1][C:10]3[CH:9]=[CH:8][CH:7]=[CH:6][C:5]=3[CH2:4]2)[C:15](=[O:14])[NH:16]1 |f:1.2|. Reported procedure: To a suspension of 53.1 g (0.30 mole) of 1,2,3.4-tetrahydroisoquinoline-3-carboxylic acid in 1000 ml glacial acetic acid was added quickly a solution of 48.6 g (0.60 mole) of potassium cyanate in 150 ml water. The mixture was stirred and heated on a steam bath at 90°-95° for 90 min and all solids dissolved. 3N hydrochloric acid (2400 ml) was added and the resulting solution was stirred and refluxed for 20 hr. The solution was filtered while hot through a coarse sintered glass funnel to remove me... Starting materials: [Cl-].[NH4+] (ammonium chloride), ClC=1C=C2C(=C(NC2=CC1)C(=O)OCC)C=1SC=CC1 (ethyl 5-chloro-3-thiophenylindole-2-carboxylate), resultant mixture, solution, CC=1C(=C(C([SiH-](C1)(C)C)C)C)C.[K+] (potassium hexamethylsilamide), ClC(C1=CC=CC=C1)Cl (chlorobenzyl chloride). The reagents and catalysts are [Br-].C(CCC)[N+](CCCC)(CCCC)CCCC (tetra-n-butylammonium bromide). Run in CCOCC (ether), O1CCCC1 (tetrahydrofuran), C1(=CC=CC=C1)C (toluene), CN(P(N(C)C)(N(C)C)=O)C (hexamethylphosphoric triamide). The product is ClC1=CC=C(CN2C(=C(C3=CC(=CC=C23)Cl)C=2SC=CC2)C(=O)OCC)C=C1 (Ethyl 1-(p-chlorobenzyl)-5-chloro-3-thiophenylindole-2-carboxylate). Reaction SMILES: [Cl:1][C:2]1[CH:3]=[C:4]2[C:8](=[CH:9][CH:10]=1)[NH:7][C:6]([C:11]([O:13][CH2:14][CH3:15])=[O:12])=[C:5]2[C:16]1[S:17][CH:18]=[CH:19][CH:20]=1.C[C:22]1[C:23](C)=[C:24]([CH3:31])[CH:25]([CH3:30])[SiH-](C)(C)[CH:27]=1.[K+].[Cl:34]C(Cl)C1C=CC=CC=1.[Cl-].[NH4+]>O1CCCC1.C1(C)C=CC=CC=1.[Br-].C([N+](CCCC)(CCCC)CCCC)CCC.CCOCC.CN(C)P(=O)(N(C)C)N(C)C>[Cl:34][C:27]1[CH:22]=[CH:23][C:24]([CH2:31][N:7]2[C:8]3[C:4](=[CH:3][C:2]([Cl:1])=[CH:10][CH:9]=3)[C:5]([C:16]3[S:17][CH:18]=[CH:19][CH:20]=3)=[C:6]2[C:11]([O:13][CH2:14][CH3:15])=[O:12])=[CH:25][CH:30]=1 |f:1.2,4.5,8.9|. Procedure details: To a cold (-78°), stirred solution containing 664 mg of ethyl 5-chloro-3-thiophenylindole-2-carboxylate from Preparation 5 in 3.5 mL of dry tetrahydrofuran, under argon, was added 3.5 mL of a 0.62 M solution of potassium hexamethylsilamide in toluene. The reaction mixture was stirred at -78° for 1 h and at 0° for 1 h then recooled to -78°. 0.75 mL of g chlorobenzyl chloride, 1.0 mL of hexamethylphosphoric triamide and 20 mg of tetra-n-butylammonium bromide were then added. The resultant mixture ...